From a dataset of the Open Reaction Database (ORD), a public repository of structured organic reaction records. describe an organic reaction: reactants, conditions, products, and yield Starting materials: CC(C)(C)COC(=O)Cl, Cl, Cl, Cl, Nc1nc(-c2nn(Cc3ccccc3F)c3ncccc23)nc(N)c1N, c1ccncc1. Yields the product CC(C)(C)COC(=O)Nc1c(N)nc(-c2nn(Cc3ccccc3F)c3ncccc23)nc1N. As a reaction SMILES: [C:30]([O:31][CH2:32][C:33]([CH3:34])([CH3:35])[CH3:36])(=[O:37])[Cl:38].[ClH:1].[ClH:2].[ClH:3].[F:4][c:5]1[c:6]([CH2:7][n:8]2[n:9][c:10](-[c:17]3[n:18][c:19]([NH2:25])[c:20]([NH2:24])[c:21]([NH2:23])[n:22]3)[c:11]3[c:12]2[n:13][cH:14][cH:15][cH:16]3)[cH:26][cH:27][cH:28][cH:29]1.[cH:39]1[cH:40][cH:41][n:42][cH:43][cH:44]1>>[F:4][c:5]1[c:6]([CH2:7][n:8]2[n:9][c:10](-[c:17]3[n:18][c:19]([NH2:25])[c:20]([NH:24][C:30]([O:31][CH2:32][C:33]([CH3:34])([CH3:35])[CH3:36])=[O:37])[c:21]([NH2:23])[n:22]3)[c:11]3[c:12]2[n:13][cH:14][cH:15][cH:16]3)[cH:26][cH:27][cH:28][cH:29]1. Reactants: CCc1ccc(CCOc2cccc(OC(=O)c3ccccc3)c2)nc1, C1CCOC1, CO, CCOC(C)=O, Cl, [Na+], [OH-], O. Product: CCc1ccc(CCOc2cccc(O)c2)nc1. RXN SMILES: [CH2:1]([CH3:2])[c:3]1[cH:4][cH:5][c:6]([CH2:9][CH2:10][O:11][c:12]2[cH:13][c:14]([O:18][C:19](=[O:20])[c:21]3[cH:22][cH:23][cH:24][cH:25][cH:26]3)[cH:15][cH:16][cH:17]2)[n:7][cH:8]1.[CH2:27]1[O:28][CH2:29][CH2:30][CH2:31]1.[CH3:32][OH:33].[CH3:37][CH2:38][O:39][C:40]([CH3:41])=[O:42].[ClH:36].[Na+:35].[OH-:34].[OH2:43]>>[CH2:1]([CH3:2])[c:3]1[cH:4][cH:5][c:6]([CH2:9][CH2:10][O:11][c:12]2[cH:13][c:14]([OH:18])[cH:15][cH:16][cH:17]2)[n:7][cH:8]1. The reactants are Br (hydrogen bromide), solution, C(C)NC([C@H]1N(CCC1)C(=O)OCC1=CC=CC=C1)=O (benzyloxycarbonyl proline ethylamide), CCOCC (ether). Solvent: C(C)(=O)O (acetic acid), C(C)(=O)O (acetic acid). Reaction conditions: time 1 hour. The product is C(C)NC([C@H]1NCCC1)=O (Proline Ethylamide). As a reaction SMILES: Br.[CH2:2]([NH:4][C:5](=[O:21])[C@@H:6]1[CH2:10][CH2:9][CH2:8][N:7]1C(OCC1C=CC=CC=1)=O)[CH3:3].CCOCC>C(O)(=O)C>[CH2:2]([NH:4][C:5](=[O:21])[C@@H:6]1[CH2:10][CH2:9][CH2:8][NH:7]1)[CH3:3]. Reported procedure: 40 ml. of 36% hydrogen bromide in acetic acid was added to 11 grams of a solution of benzyloxycarbonyl proline ethylamide in 10 ml. of acetic acid. After 1 hour 300 ml. of ether was added to the reaction solution, so resulting in the separation of a non-crystalline hydrobromide. The hydrobromide was dried for 2 hours in desiccator over phosphorus pentoxide and sodium hydroxide, and then suspended in 60 ml. of a saturated amoniacal solution of chloroform at 0 degrees C. The resultant suspension w... The reactants are NC1=C(C(=O)O)C=C(C=C1Cl)Cl (2-amino-3,5-dichlorobenzoic acid), 200, Cl (hydrochloric acid), 70, [OH-].[Na+] (caustic soda), N(=O)[O-].[Na+] (sodium nitrite), NC(=O)N (urea). The reagents and catalysts are S(=O)(=O)([O-])[O-].[Cu+2] (copper(II) sulfate). Run in O (water), O (water), O (water), CO (methanol). The product is ClC=1C=C(C(=O)O)C=C(C1)Cl (3,5-dichlorobenzoic acid). Yield: 96.0%. RXN SMILES: N[C:2]1[C:10]([Cl:11])=[CH:9][C:8]([Cl:12])=[CH:7][C:3]=1[C:4]([OH:6])=[O:5].[OH-].[Na+].N([O-])=O.[Na+].Cl.NC(N)=O>S([O-])([O-])(=O)=O.[Cu+2].O.CO>[Cl:11][C:10]1[CH:2]=[C:3]([CH:7]=[C:8]([Cl:12])[CH:9]=1)[C:4]([OH:6])=[O:5] |f:1.2,3.4,7.8|. Procedure details: 206 parts of 2-amino-3,5-dichlorobenzoic acid is introduced into 1000 parts of water, then 180 parts of 50% by weight caustic soda solution and 70 parts of sodium nitrite are added and the mixture is allowed to flow while cooling into a mixture of 200 parts of water and 600 parts of concentrated hydrochloric acid (25% by weight strength). The mixture is stirred for another hour, 20 parts of urea is added and the whole is allowed to flow at 65°C with vigorous evolution of nitrogen into a mixture ... Reactants: N1(CCCCC1)C1=CC(=C(C=C1)NC(=O)C1=CC=CC(=N1)CN1CCN(CCC1)C(=O)OC(C)(C)C)C1=NC=CC(=C1)C(NCC1=CC(=CC=C1)C(F)(F)F)=O (tert-butyl 4-((6-(4-(piperidin-1-yl)-2-(4-(3-(trifluoromethyl)benzylcarbamoyl)pyridin-2-yl)phenylcarbamoyl)pyridin-2-yl)methyl)-1,4-diazepane-1-carboxylate), FC(C(=O)O)(F)F (trifluoroacetic acid), C([O-])(O)=O.[Na+] (sodium bicarbonate). Yield: 99.2%. Solvent: ClCCl (dichloromethane), ClCCl (dichloromethane). Reported procedure: Into a 50-mL round-bottom flask, was placed a solution of tert-butyl 4-((6-(4-(piperidin-1-yl)-2-(4-(3-(trifluoromethyl)benzylcarbamoyl)pyridin-2-yl)phenylcarbamoyl)pyridin-2-yl)methyl)-1,4-diazepane-1-carboxylate (150 mg, 0.18 mmol, 1.00 equiv, 95%) in dichloromethane (5 mL), and trifluoroacetic acid (1 mL). The resulting solution was stirred overnight at room temperature. The resulting solution was diluted with 50 mL of dichloromethane. The solution was adjusted to pH 9 with aqueous sodium bic... Reaction SMILES: [N:1]1([C:7]2[CH:12]=[CH:11][C:10]([NH:13][C:14]([C:16]3[N:21]=[C:20]([CH2:22][N:23]4[CH2:29][CH2:28][CH2:27][N:26](C(OC(C)(C)C)=O)[CH2:25][CH2:24]4)[CH:19]=[CH:18][CH:17]=3)=[O:15])=[C:9]([C:37]3[CH:42]=[C:41]([C:43](=[O:56])[NH:44][CH2:45][C:46]4[CH:51]=[CH:50][CH:49]=[C:48]([C:52]([F:55])([F:54])[F:53])[CH:47]=4)[CH:40]=[CH:39][N:38]=3)[CH:8]=2)[CH2:6][CH2:5][CH2:4][CH2:3][CH2:2]1.FC(F)(F)C(O)=O.C(=O)(O)[O-].[Na+]>ClCCl>[N:23]1([CH2:22][C:20]2[N:21]=[C:16]([C:14]([NH:13][C:10]3[CH:11]=[CH:12][C:7]([N:1]4[CH2:2][CH2:3][CH2:4][CH2:5][CH2:6]4)=[CH:8][C:9]=3[C:37]3[CH:42]=[C:41]([C:43](=[O:56])[NH:44][CH2:45][C:46]4[CH:51]=[CH:50][CH:49]=[C:48]([C:52]([F:53])([F:55])[F:54])[CH:47]=4)[CH:40]=[CH:39][N:38]=3)=[O:15])[CH:17]=[CH:18][CH:19]=2)[CH2:29][CH2:28][CH2:27][NH:26][CH2:25][CH2:24]1 |f:2.3|. The product is N1(CCNCCC1)CC1=CC=CC(=N1)C(=O)NC1=C(C=C(C=C1)N1CCCCC1)C1=NC=CC(=C1)C(NCC1=CC(=CC=C1)C(F)(F)F)=O (6-((1,4-diazepan-1-yl)methyl)-N-(4-(piperidin-1-yl)-2-(4-(3-(trifluoromethyl)benzylcarbamoyl)pyridin-2-yl)phenyl)picolinamide). Run at time 8 hour.